From a dataset of the Open Reaction Database (ORD), a public repository of structured organic reaction records. describe an organic reaction: reactants, conditions, products, and yield Starting materials: CC(C#N)(CCCC)C (2,2-dimethylcapronitrile), CCOCC (ether), CCOCC (ether), [H-].[Al+3].[Li+].[H-].[H-].[H-] (lithium aluminum hydride), [OH-].[Na+] (sodium hydroxide). Run in O (water), O (water). Conditions: time 2 hour. The product is CC(CN)(CCCC)C (2,2-dimethylhex-1-ylamine). As a reaction SMILES: [CH3:1][C:2]([CH3:9])([CH2:5][CH2:6][CH2:7][CH3:8])[C:3]#[N:4].CCOCC.[H-].[Al+3].[Li+].[H-].[H-].[H-].[OH-].[Na+]>O>[CH3:1][C:2]([CH3:9])([CH2:5][CH2:6][CH2:7][CH3:8])[CH2:3][NH2:4] |f:2.3.4.5.6.7,8.9|. Procedure: A solution of 2,2-dimethylcapronitrile (10.0 g., 0.078 mole) in 100 ml. of ether is added slowly to a suspension of lithium aluminum hydride (6.0 g., 0.158 mole) in 200 ml. of ether while maintaining the reaction at 0°-5°. After stirring the reaction mixture for an additional 2 hr., at 0.5°, the mixture is hydrolyzed by sequentially adding 6.0 ml. of water, 6.0 ml. of 15% sodium hydroxide solution, and finally 18 ml. of water. The hydrolyzed mixture is stirred for an additional hour, filtered an... The reactants are COC1=CC=C(C(CBr)=O)C=C1 (4-methoxyphenacyl bromide), O (Water), CNS(=O)(=O)C=1SC(=CC1)C1=NC=NC2=CC=C(C=C12)C=1C(=NN(C1)C(C1=CC=CC=C1)(C1=CC=CC=C1)C1=CC=CC=C1)C1=CC=C(C=C1)F (5-{6-[3-(4-fluorophenyl)-1-trityl-1H-pyrazol-4-yl]quinazolin-4-yl}thiophen-2-sulfonic acid methylamide), [H-].[Na+] (sodium hydride). The solvent is CN(C=O)C (N,N-dimethylformamide), CN(C=O)C (N,N-dimethylformamide). Reaction conditions: time 0.5 hour. Product: COC1=CC=C(C=C1)C(CN(S(=O)(=O)C=1SC(=CC1)C1=NC=NC2=CC=C(C=C12)C=1C(=NN(C1)C(C1=CC=CC=C1)(C1=CC=CC=C1)C1=CC=CC=C1)C1=CC=C(C=C1)F)C)=O (5-{6-[3-(4-Fluorophenyl)-1-trityl-1H-pyrazol-4-yl]quinazolin-4-yl}thiophen-2-sulfonic acid [2-(4-methoxyphenyl) 2-oxoethyl]methylamide). The yield is 77.7%. RXN SMILES: [CH3:1][NH:2][S:3]([C:6]1[S:7][C:8]([C:11]2[C:20]3[C:15](=[CH:16][CH:17]=[C:18]([C:21]4[C:22]([C:45]5[CH:50]=[CH:49][C:48]([F:51])=[CH:47][CH:46]=5)=[N:23][N:24]([C:26]([C:39]5[CH:44]=[CH:43][CH:42]=[CH:41][CH:40]=5)([C:33]5[CH:38]=[CH:37][CH:36]=[CH:35][CH:34]=5)[C:27]5[CH:32]=[CH:31][CH:30]=[CH:29][CH:28]=5)[CH:25]=4)[CH:19]=3)[N:14]=[CH:13][N:12]=2)=[CH:9][CH:10]=1)(=[O:5])=[O:4].[H-].[Na+].[CH3:54][O:55][C:56]1[CH:65]=[CH:64][C:59]([C:60](=[O:63])[CH2:61]Br)=[CH:58][CH:57]=1.O>CN(C)C=O>[CH3:54][O:55][C:56]1[CH:65]=[CH:64][C:59]([C:60](=[O:63])[CH2:61][N:2]([CH3:1])[S:3]([C:6]2[S:7][C:8]([C:11]3[C:20]4[C:15](=[CH:16][CH:17]=[C:18]([C:21]5[C:22]([C:45]6[CH:46]=[CH:47][C:48]([F:51])=[CH:49][CH:50]=6)=[N:23][N:24]([C:26]([C:39]6[CH:44]=[CH:43][CH:42]=[CH:41][CH:40]=6)([C:33]6[CH:38]=[CH:37][CH:36]=[CH:35][CH:34]=6)[C:27]6[CH:28]=[CH:29][CH:30]=[CH:31][CH:32]=6)[CH:25]=5)[CH:19]=4)[N:14]=[CH:13][N:12]=3)=[CH:9][CH:10]=2)(=[O:5])=[O:4])=[CH:58][CH:57]=1 |f:1.2|. Reported procedure: 50 mg 5-{6-[3-(4-fluorophenyl)-1-trityl-1H-pyrazol-4-yl]quinazolin-4-yl}thiophen-2-sulfonic acid methylamide (compound in Example 745) was dissolved in 3 mL N,N-dimethylformamide, then 3.1 mg sodium hydride was added thereto and stirred at room temperature for 0.5 hour. Under ice-cooling, a solution of 18 mg 4-methoxyphenacyl bromide in 2 mL N,N-dimethylformamide was added thereto and stirred for 1.0 hour under ice-cooling. Water was added to the reaction solution which was then extracted with e... Starting materials: CC1CN(c2ccccc2C#N)CCN1, N, O. Yields the product CC1CN(c2ccccc2CN)CCN1. As a reaction SMILES: [CH3:1][CH:2]1[CH2:3][N:4]([c:8]2[c:9]([C:10]#[N:11])[cH:12][cH:13][cH:14][cH:15]2)[CH2:5][CH2:6][NH:7]1.[NH3:16].[OH2:17]>>[CH3:1][CH:2]1[CH2:3][N:4]([c:8]2[c:9]([CH2:10][NH2:11])[cH:12][cH:13][cH:14][cH:15]2)[CH2:5][CH2:6][NH:7]1. Reactants: NC=1C=C(C=CC1NCCNC(C)=O)C=1C=CC(NN1)=O (6-(3-amino-4-acetylaminoethylaminophenyl)-3(2H)-pyridazinone), C(=O)O (formic acid). The product is C(C)(=O)NCCN1C=NC2=C1C=CC(=C2)C=2C=CC(NN2)=O (6-[1-(2-Acetylaminoethyl)benzimidazol-5-yl]-3(2H)-pyridazinone). Reaction SMILES: [NH2:1][C:2]1[CH:3]=[C:4]([C:15]2[CH:16]=[CH:17][C:18](=[O:21])[NH:19][N:20]=2)[CH:5]=[CH:6][C:7]=1[NH:8][CH2:9][CH2:10][NH:11][C:12](=[O:14])[CH3:13].[CH:22](O)=O>>[C:12]([NH:11][CH2:10][CH2:9][N:8]1[C:7]2[CH:6]=[CH:5][C:4]([C:15]3[CH:16]=[CH:17][C:18](=[O:21])[NH:19][N:20]=3)=[CH:3][C:2]=2[N:1]=[CH:22]1)(=[O:14])[CH3:13]. Procedure: 14.2 g (49.4 mmol) of 6-(3-amino-4-acetylaminoethylaminophenyl)-3(2H)-pyridazinone are refluxed for one hour in 60 ml of formic acid. Then the excess formic acid is distilled off in vacuo, the residue is mixed with 50 ml of ice water and then adjusted to pH 8-9 with concentrated ammonia solution. The product precipitated is suction filtered, washed with about 50 ml of cold water, then with 50 ml of ether and dried.